Dataset: the Open Reaction Database (ORD), a public repository of structured organic reaction records. Task: describe an organic reaction: reactants, conditions, products, and yield Starting materials: C(#N)C1=CC2=C(NC(=C2)C(=O)O)S1 (2-Cyano-6H-thieno[2,3-b]pyrrole-5-carboxylic acid), Cl.N[C@H](C(=O)N1CC(C1)O)CC1=CC=CC=C1 ((2S)-amino-1-(3-hydroxy-azetidin-1-yl)-3-phenyl-propan-1-one hydrochloride). Yields the product C(C1=CC=CC=C1)[C@@H](C(=O)N1CC(C1)O)NC(=O)C1=CC2=C(N1)SC(=C2)C#N (2-Cyano-6H-thieno[2,3-b]pyrrole-5-carboxylic acid [(1S)-benzyl-2-(3-hydroxy-azetidin-1-yl)-2-oxo-ethyl]-amide). Reaction SMILES: [C:1]([C:3]1[S:13][C:6]2[NH:7][C:8]([C:10]([OH:12])=O)=[CH:9][C:5]=2[CH:4]=1)#[N:2].Cl.[NH2:15][C@@H:16]([CH2:24][C:25]1[CH:30]=[CH:29][CH:28]=[CH:27][CH:26]=1)[C:17]([N:19]1[CH2:22][CH:21]([OH:23])[CH2:20]1)=[O:18]>>[CH2:24]([C@H:16]([NH:15][C:10]([C:8]1[NH:7][C:6]2[S:13][C:3]([C:1]#[N:2])=[CH:4][C:5]=2[CH:9]=1)=[O:12])[C:17]([N:19]1[CH2:22][CH:21]([OH:23])[CH2:20]1)=[O:18])[C:25]1[CH:30]=[CH:29][CH:28]=[CH:27][CH:26]=1 |f:1.2|. Reported procedure: 2-Cyano-6H-thieno[2,3-b]pyrrole-5-carboxylic acid and (2S)-amino-1-(3-hydroxy-azetidin-1-yl)-3-phenyl-propan-1-one hydrochloride were coupled according to Procedure B. Starting materials: CCN(CC)CC1CCCCN1CCCN, CC(C)OC(C)C, O=C1Nc2ccccc2N(C(=O)Cl)c2ccccc21, O. The product is CCN(CC)CC1CCCCN1CCCNC(=O)N1c2ccccc2NC(=O)c2ccccc21. As a reaction SMILES: [CH2:20]([CH3:21])[N:22]([CH2:23][CH3:24])[CH2:25][CH:26]1[N:27]([CH2:32][CH2:33][CH2:34][NH2:35])[CH2:28][CH2:29][CH2:30][CH2:31]1.[CH:36]([O:37][CH:38]([CH3:39])[CH3:40])([CH3:41])[CH3:42].[Cl:1][C:2](=[O:3])[N:4]1[c:5]2[c:6]([cH:16][cH:17][cH:18][cH:19]2)[NH:7][C:8](=[O:15])[c:9]2[c:10]1[cH:11][cH:12][cH:13][cH:14]2.[OH2:43]>>[C:2](=[O:3])([N:4]1[c:5]2[c:6]([cH:16][cH:17][cH:18][cH:19]2)[NH:7][C:8](=[O:15])[c:9]2[c:10]1[cH:11][cH:12][cH:13][cH:14]2)[NH:35][CH2:34][CH2:33][CH2:32][N:27]1[CH:26]([CH2:25][N:22]([CH2:20][CH3:21])[CH2:23][CH3:24])[CH2:31][CH2:30][CH2:29][CH2:28]1. Starting materials: naphtha, C1=CC=CC=C1.C1=CC=CC=C1 (benzene benzene), naphtha, C1=CC=CC=C1 (benzene). Product: C1(=CC=CC=C1)C(C)C (cumene). As a reaction SMILES: [CH:1]1[CH:6]=[CH:5][CH:4]=[CH:3][CH:2]=1.[CH:7]1[CH:12]=CC=C[CH:8]=1.C1C=CC=CC=1>>[C:1]1([CH:7]([CH3:12])[CH3:8])[CH:6]=[CH:5][CH:4]=[CH:3][CH:2]=1 |f:1.2|. Procedure details: An embodiment of the present disclosure is depicted in FIG. 1. Referring to FIG. 1, naphtha is introduced via line 1 into reactor zone 3 where the naphtha is reformed or steam cracked into aromatic products including benzene. Although only one reactor zone is shown, there can be more than one reactor zone. In reactor zone 3, C4− hydrocarbons are removed from the reformate via line 4 and the remaining reformate is withdrawn from reactor zone 3 via line 5 and introduced into column 7 where the fee... Procedure: To a solution of 3-(3-Nitro-4-fluoro-benzoylamino)-5-(2,6-dichloro-phenylcarbamoyl)-6,6-dimethyl-5,6-dihydro-4H-pyrrolo[3,4-c]pyrazole-2-carboxylic acid ethyl ester (0.28 g, 0.48 mmol) in dry THF (10 mL), N-methylpiperazine (0.16 L, 1.40 mmol) was added. The reaction was stirred at room temperature for four hours, the solvent removed under reduced pressure and the crude product purified by flash chromatography (CH2Cl2/MeOH 90/10) to afford 0.20 g (yield 70%) of the title compound. The solvent is C1CCOC1 (THF). The yield is 74.7%. Starting materials: C(C)OC(=O)N1N=C2C(=C1NC(C1=CC(=C(C=C1)F)[N+](=O)[O-])=O)CN(C2(C)C)C(NC2=C(C=CC=C2Cl)Cl)=O (3-(3-Nitro-4-fluoro-benzoylamino)-5-(2,6-dichloro-phenylcarbamoyl)-6,6-dimethyl-5,6-dihydro-4H-pyrrolo[3,4-c]pyrazole-2-carboxylic acid ethyl ester), CN1CCNCC1 (N-methylpiperazine). Yields the product ClC1=C(C(=CC=C1)Cl)NC(=O)N1C(C2=NNC(=C2C1)NC(C1=CC(=C(C=C1)N1CCN(CC1)C)N)=O)(C)C (3-[3-Amino-4-(4-methyl-piperazin-1-yl)-benzoylamino]-6,6-dimethyl-2,6-dihydro-4H-pyrrolo[3,4-c]pyrazole-5-carboxylic acid (2,6-dichloro-phenyl)-amide). Reaction SMILES: C(OC([N:6]1[C:10]([NH:11][C:12](=[O:23])[C:13]2[CH:18]=[CH:17][C:16](F)=[C:15]([N+:20]([O-])=O)[CH:14]=2)=[C:9]2[CH2:24][N:25]([C:29](=[O:39])[NH:30][C:31]3[C:36]([Cl:37])=[CH:35][CH:34]=[CH:33][C:32]=3[Cl:38])[C:26]([CH3:28])([CH3:27])[C:8]2=[N:7]1)=O)C.[CH3:40][N:41]1[CH2:46][CH2:45][NH:44][CH2:43][CH2:42]1>C1COCC1>[Cl:37][C:36]1[CH:35]=[CH:34][CH:33]=[C:32]([Cl:38])[C:31]=1[NH:30][C:29]([N:25]1[CH2:24][C:9]2[C:8](=[N:7][NH:6][C:10]=2[NH:11][C:12](=[O:23])[C:13]2[CH:18]=[CH:17][C:16]([N:44]3[CH2:45][CH2:46][N:41]([CH3:40])[CH2:42][CH2:43]3)=[C:15]([NH2:20])[CH:14]=2)[C:26]1([CH3:27])[CH3:28])=[O:39]. Conditions: time 4 hour. The reactants are OC1=CC=C(NC(=O)C2CCOCC2)C=C1 (4′-Hydroxy-3,4,5,6-tetrahydro-2H-pyran-4-carboxanilide), C1(OCCO1)=O (ethylene carbonate). Reagents/catalysts: [I-].C(CCC)[N+](CCCC)(CCCC)CCCC (tetrabutylammonium iodide). Solvent: O (water). Reaction conditions: temperature 166 celsius, time 2 hour. The product is OCCOC1=CC=C(NC(=O)C2CCOCC2)C=C1 (4′-(2-hydroxyethoxy)-3,4,5,6-tetrahydro-2H-pyran-4-carboxanilide). Yield: 89.6%. Reaction SMILES: [OH:1][C:2]1[CH:16]=[CH:15][C:5]([NH:6][C:7]([CH:9]2[CH2:14][CH2:13][O:12][CH2:11][CH2:10]2)=[O:8])=[CH:4][CH:3]=1.C1(=O)O[CH2:20][CH2:19][O:18]1>[I-].C([N+](CCCC)(CCCC)CCCC)CCC.O>[OH:18][CH2:19][CH2:20][O:1][C:2]1[CH:3]=[CH:4][C:5]([NH:6][C:7]([CH:9]2[CH2:14][CH2:13][O:12][CH2:11][CH2:10]2)=[O:8])=[CH:15][CH:16]=1 |f:2.3|. Procedure details: 4′-Hydroxy-3,4,5,6-tetrahydro-2H-pyran-4-carboxanilide (13.5 g), ethylene carbonate (5.96 g) and tetrabutylammonium iodide (2.26 g) were combined and stirred for 2 hours at 166° C. After being cooled, the mixture was added with water (100 ml) and further mixed. Crystals formed were collected by filtration, washed with water and then dried under vacuum at 60° C. to obtain 4′-(2-hydroxyethoxy)-3,4,5,6-tetrahydro-2H-pyran-4-carboxanilide (14.5 g) as white crystal.